The task is: describe an organic reaction: reactants, conditions, products, and yield. This data is from the Open Reaction Database (ORD), a public repository of structured organic reaction records. Reactants: COc1ncc(-c2cccc(-n3cnc(C(=O)N(C)OC)c3)c2)c(OC)n1, Cc1cncs1. The product is COc1ncc(-c2cccc(-n3cnc(C(=O)c4ncc(C)s4)c3)c2)c(OC)n1. Reaction SMILES: [CH3:1][O:2][N:3]([C:4](=[O:5])[c:6]1[n:7][cH:8][n:9](-[c:11]2[cH:12][c:13](-[c:17]3[c:18]([O:25][CH3:26])[n:19][c:20]([O:23][CH3:24])[n:21][cH:22]3)[cH:14][cH:15][cH:16]2)[cH:10]1)[CH3:27].[CH3:28][c:29]1[cH:30][n:31][cH:32][s:33]1>>[C:4](=[O:5])([c:6]1[n:7][cH:8][n:9](-[c:11]2[cH:12][c:13](-[c:17]3[c:18]([O:25][CH3:26])[n:19][c:20]([O:23][CH3:24])[n:21][cH:22]3)[cH:14][cH:15][cH:16]2)[cH:10]1)[c:32]1[n:31][cH:30][c:29]([CH3:28])[s:33]1. The reactants are C(C)(=O)OC[C@@H](C)N1C(C2=CC=C(C(=C2C=C1)I)Cl)=O ((R)-2-(6-chloro-5-iodo-1-oxoisoquinolin-2(1H)-yl)propyl acetate), Cl.FC1(CCC(CC1)CN)F ((4,4-difluorocyclohexyl)methanamine hydrochloride), N12CCCCCC2=NCCC1 (1,8-diazabicyclo[5.4.0]undec-7-ene), O1CCOCC1 (1,4-dioxane). The reagents and catalysts are [C-]#[O+].[C-]#[O+].[C-]#[O+].[C-]#[O+].[C-]#[O+].[C-]#[O+].[Mo] (molybdenum hexacarbonyl), C(C)(=O)[O-].[Pd+2].C(C)(=O)[O-] (palladium acetate). Run at temperature 110 celsius, time 1 hour. Product: C(C)(=O)OC[C@@H](C)N1C(C2=CC=C(C(=C2C=C1)C(NCC1CCC(CC1)(F)F)=O)Cl)=O ((R)-2-(6-Chloro-5-((4,4-difluorocyclohexyl)methylcarbamoyl)-1-oxoisoquinolin-2(1H)-yl)propyl acetate). As a reaction SMILES: [C:1]([O:4][CH2:5][C@H:6]([N:8]1[CH:17]=[CH:16][C:15]2[C:10](=[CH:11][CH:12]=[C:13]([Cl:19])[C:14]=2I)[C:9]1=[O:20])[CH3:7])(=[O:3])[CH3:2].Cl.[F:22][C:23]1([F:31])[CH2:28][CH2:27][CH:26]([CH2:29][NH2:30])[CH2:25][CH2:24]1.N12CCCN=C1CCCCC2.[O:43]1CCOC[CH2:44]1>[C-]#[O+].[C-]#[O+].[C-]#[O+].[C-]#[O+].[C-]#[O+].[C-]#[O+].[Mo].C([O-])(=O)C.[Pd+2].C([O-])(=O)C>[C:1]([O:4][CH2:5][C@H:6]([N:8]1[CH:17]=[CH:16][C:15]2[C:10](=[CH:11][CH:12]=[C:13]([Cl:19])[C:14]=2[C:44](=[O:43])[NH:30][CH2:29][CH:26]2[CH2:27][CH2:28][C:23]([F:31])([F:22])[CH2:24][CH2:25]2)[C:9]1=[O:20])[CH3:7])(=[O:3])[CH3:2] |f:1.2,5.6.7.8.9.10.11,12.13.14|. Reported procedure: A 5 mL process vial was charged with (R)-2-(6-chloro-5-iodo-1-oxoisoquinolin-2(1H)-yl)propyl acetate (18a) (400 mg, 0.0009 mol), (4,4-difluorocyclohexyl)methanamine hydrochloride (150 mg, 0.00081 mol), molybdenum hexacarbonyl (500 mg, 0.002 mol), palladium acetate (15 mg, 0.000067 mol), 1,8-diazabicyclo[5.4.0]undec-7-ene (500 mg, 0.003 mol) and 1,4-dioxane (4 mL, 0.04 mol). The vessel was sealed under air and stirred at 110° C. for 1 hour and cooled to room temperature. The mixture was concentra... As a reaction SMILES: O=C1C2C(=CC=CC=2)C(=O)[N:3]1[CH:12]([CH2:22][O:23][CH2:24][CH3:25])[CH2:13][NH:14][C:15](=[O:21])[O:16][C:17]([CH3:20])([CH3:19])[CH3:18].CN>>[NH2:3][CH:12]([CH2:22][O:23][CH2:24][CH3:25])[CH2:13][NH:14][C:15](=[O:21])[O:16][C:17]([CH3:19])([CH3:20])[CH3:18]. The reactants are O=C1N(C(C2=CC=CC=C12)=O)C(CNC(OC(C)(C)C)=O)COCC (rac-tert-butyl [2-(1,3-dioxo-1,3-dihydro-2H-isoindol-2-yl)-3-ethoxypropyl]carbamate), CN (methylamine). The product is NC(CNC(OC(C)(C)C)=O)COCC (rac-tert-Butyl (2-amino-3-ethoxypropyl)carbamate). Procedure details: 4.88 g of rac-tert-butyl [2-(1,3-dioxo-1,3-dihydro-2H-isoindol-2-yl)-3-ethoxypropyl]carbamate (14.0 mmol, 1 equivalent) were initially charged in 12 ml of 40% strength aqueous methylamine solution and reacted in a microwave at 100° C. for 1.5 h. The reaction mixture was concentrated, the residue was taken up in 10 ml of toluene and concentrated again. This step was repeated several times. The residue was then chromatographed on silica gel (mobile phase: dichloromethane/methanol 10:1). This gave ... As a reaction SMILES: [F:1][C:2]1[CH:7]=[C:6]([F:8])[CH:5]=[CH:4][C:3]=1[NH:9][S:10]([CH:13]1[C:18]([C:19]([O:21][CH2:22][CH3:23])=[O:20])=[CH:17][CH2:16][CH2:15][CH2:14]1)(=[O:12])=[O:11].[Br:24]N1C(=O)CCC1=O>ClC1C=CC=CC=1.N(C(C)(C)C#N)=NC(C)(C)C#N>[Br:24][CH:16]1[CH2:15][CH2:14][CH:13]([S:10](=[O:11])(=[O:12])[NH:9][C:3]2[CH:4]=[CH:5][C:6]([F:8])=[CH:7][C:2]=2[F:1])[C:18]([C:19]([O:21][CH2:22][CH3:23])=[O:20])=[CH:17]1. Product: BrC1C=C(C(CC1)S(NC1=C(C=C(C=C1)F)F)(=O)=O)C(=O)OCC (ethyl 3-bromo-6-[N-(2,4-difluorophenyl)sulfamoyl]-1-cyclohexene-1-carboxylate). Conditions: temperature 90 celsius, time 7 hour. Reagents/catalysts: N(=NC(C#N)(C)C)C(C#N)(C)C (2,2′-azobisisobutyronitrile). The yield is 22.0%. The solvent is ClC1=CC=CC=C1 (chlorobenzene). Starting materials: ice water, FC1=C(C=CC(=C1)F)NS(=O)(=O)C1CCCC=C1C(=O)OCC (ethyl 6-[N-(2, 4-difluorophenyl)sulfamoyl]-1-cyclohexene-1-carboxylate), BrN1C(CCC1=O)=O (N-bromosuccinimide). Procedure details: To a solution -of ethyl 6-(N-(2,4-difluorophenyl)sulfamoyl]-1-cyclohexene-1-carboxylate (100 mg) obtained in Example 3 in chlorobenzene (2 ml), N-bromosuccinimide (56.7 mg) and 2,2′-azobisisobutyronitrile (0.5 mg) were added and the mixture was stirred at 90° C. for 7 hours. The reaction mixture was combined with an ice-water (20 ml), extracted with ethyl acetate (20 ml), washed with saturated brine (20 ml) and dried over anhydrous sodium sulfate. The solvent was distilled off and the resultant ... Reactants: CC[N+](CC)(CC)Cc1ccccc1, Cc1ccccc1, [Cl-], OCC(c1ccc(Cl)cc1)C(F)(F)F, [Na+], BrCc1cccc(Oc2ccccc2)c1, [OH-]. Product: FC(F)(F)C(COCc1cccc(Oc2ccccc2)c1)c1ccc(Cl)cc1. As a reaction SMILES: [CH2:40]([N+:41]([CH2:42][CH3:43])([CH2:44][CH3:45])[CH2:46][CH3:47])[c:48]1[cH:49][cH:50][cH:51][cH:52][cH:53]1.[CH3:32][c:33]1[cH:34][cH:35][cH:36][cH:37][cH:38]1.[Cl-:39].[Cl:16][c:17]1[cH:18][cH:19][c:20]([CH:23]([CH2:24][OH:25])[C:26]([F:27])([F:28])[F:29])[cH:21][cH:22]1.[Na+:31].[O:1]([c:2]1[cH:3][cH:4][cH:5][cH:6][cH:7]1)[c:8]1[cH:9][c:10]([CH2:11][Br:12])[cH:13][cH:14][cH:15]1.[OH-:30]>>[O:1]([c:2]1[cH:3][cH:4][cH:5][cH:6][cH:7]1)[c:8]1[cH:9][c:10]([CH2:11][O:25][CH2:24][CH:23]([c:20]2[cH:19][cH:18][c:17]([Cl:16])[cH:22][cH:21]2)[C:26]([F:27])([F:28])[F:29])[cH:13][cH:14][cH:15]1.